This data is from the Open Reaction Database (ORD), a public repository of structured organic reaction records. The task is: describe an organic reaction: reactants, conditions, products, and yield The reactants are C(C)(C)(C)OC(=O)N(CCOC=1C=C(C(=O)N(CCCC(=O)O)C2CCCC2)C=C(C1)Cl)C1=CC=NC=C1 (4-({3-[2-(tert-butoxycarbonyl-pyridin-4-yl-amino)-ethoxy]-5-chloro-benzoyl}-cyclopentyl-amino)-butyric acid). Run in FC(C(=O)O)(F)F (trifluoroacetic acid). Yields the product ClC=1C=C(C(=O)N(CCCC(=O)O)C2CCCC2)C=C(C1)OCCNC1=CC=NC=C1 (4-({3-Chloro-5-[2-(pyridin-4-ylamino)-ethoxy]-benzoyl}-cyclopentyl-amino)-butyric acid). Isolated yield 734.7%. Reaction SMILES: C(OC([N:8]([C:33]1[CH:38]=[CH:37][N:36]=[CH:35][CH:34]=1)[CH2:9][CH2:10][O:11][C:12]1[CH:13]=[C:14]([CH:29]=[C:30]([Cl:32])[CH:31]=1)[C:15]([N:17]([CH:24]1[CH2:28][CH2:27][CH2:26][CH2:25]1)[CH2:18][CH2:19][CH2:20][C:21]([OH:23])=[O:22])=[O:16])=O)(C)(C)C>FC(F)(F)C(O)=O>[Cl:32][C:30]1[CH:29]=[C:14]([CH:13]=[C:12]([O:11][CH2:10][CH2:9][NH:8][C:33]2[CH:34]=[CH:35][N:36]=[CH:37][CH:38]=2)[CH:31]=1)[C:15]([N:17]([CH:24]1[CH2:25][CH2:26][CH2:27][CH2:28]1)[CH2:18][CH2:19][CH2:20][C:21]([OH:23])=[O:22])=[O:16]. Procedure details: A solution of 4-({3-[2-(tert-butoxycarbonyl-pyridin-4-yl-amino)-ethoxy]-5-chloro-benzoyl}-cyclopentyl-amino)-butyric acid (0.015 g) in trifluoroacetic acid (3 ml) was stored at room temperature for 2 h and then the solvent removed under reduced pressure. The residue was purified by preparative hplc to give title compound (0.09 g) as a colourless gum. The reactants are C(=O)(N1C=NC=C1)N1C=NC=C1 (carbonyldiimidazole), FC1=C(NC2=C(C(=O)NOCC3=CC=CC=C3)C=C(C(=C2)F)F)C=CC=C1 (2-(2-Fluoro-anilino)-N-benzyloxy-4,5-difluoro-benzamide). Product: FC1=C(C=CC=C1)N1C(N(C(C2=CC(=C(C=C12)F)F)=O)OCC1=CC=CC=C1)=O (1-(2-Fluorophenyl)-3-benzyloxy-6,7-difluoro-1H-quinazoline-2,4-dione). The yield is 48.5%. RXN SMILES: [C:1](N1C=CN=C1)(N1C=CN=C1)=[O:2].[F:13][C:14]1[CH:39]=[CH:38][CH:37]=[CH:36][C:15]=1[NH:16][C:17]1[CH:33]=[C:32]([F:34])[C:31]([F:35])=[CH:30][C:18]=1[C:19]([NH:21][O:22][CH2:23][C:24]1[CH:29]=[CH:28][CH:27]=[CH:26][CH:25]=1)=[O:20]>>[F:13][C:14]1[CH:39]=[CH:38][CH:37]=[CH:36][C:15]=1[N:16]1[C:17]2[C:18](=[CH:30][C:31]([F:35])=[C:32]([F:34])[CH:33]=2)[C:19](=[O:20])[N:21]([O:22][CH2:23][C:24]2[CH:25]=[CH:26][CH:27]=[CH:28][CH:29]=2)[C:1]1=[O:2]. Procedure details: Using General Method 3, the reaction of carbonyldiimidazole (4.9 g, 30 mmol) and crude 2-(2-fluoro-anilino)-N-benzyloxy-4,5-difluoro-benzamide (Example Y, 5.6 g, 15 mmol) provided 2.9 g of the title compound as a solid, mp 204-206° C. As a reaction SMILES: [Br:12][c:13]1[cH:14][c:15]([CH:16]=[O:17])[cH:18][c:19]([O:22][CH2:23][CH3:24])[c:20]1[OH:21].[CH3:36][CH2:37][O:38][C:39](=[O:40])[CH3:41].[K+:25].[K+:26].[N+:1](=[O:2])([O-:3])[c:4]1[cH:5][c:6]([CH2:7][Br:8])[cH:9][cH:10][cH:11]1.[O-:27][C:28]([O-:29])=[O:30].[O:31]=[CH:32][N:33]([CH3:34])[CH3:35]>>[N+:1](=[O:2])([O-:3])[c:4]1[cH:5][c:6]([CH2:7][O:21][c:20]2[c:13]([Br:12])[cH:14][c:15]([CH:16]=[O:17])[cH:18][c:19]2[O:22][CH2:23][CH3:24])[cH:9][cH:10][cH:11]1. The reactants are CCOc1cc(C=O)cc(Br)c1O, CCOC(C)=O, [K+], [K+], O=[N+]([O-])c1cccc(CBr)c1, O=C([O-])[O-], CN(C)C=O. Product: CCOc1cc(C=O)cc(Br)c1OCc1cccc([N+](=O)[O-])c1. Reactants: C(C)OC(C(C)N(CCCC(C)=O)C(=O)OC(C)(C)C)=O ([Tert-butoxycarbonyl-(4-oxo-pentyl)-amino]-propionic acid ethyl ester), NC1=NC=CC=C1C=O (2-amino-3-formylpyridine), N1[C@H](C(=O)O)CCC1 (proline). Run in C(C)O (ethanol). Yields the product C(C)OC(C(C)N(CCCC1=NC2=NC=CC=C2C=C1)C(=O)OC(C)(C)C)=O ([Tert-butoxycarbonyl-(3-[1,8]naphthyridin-2-yl-propyl)-amino]-propionic acid ethyl ester). RXN SMILES: [CH2:1]([O:3][C:4](=[O:21])[CH:5]([N:7]([C:14]([O:16][C:17]([CH3:20])([CH3:19])[CH3:18])=[O:15])[CH2:8][CH2:9][CH2:10][C:11](=O)[CH3:12])[CH3:6])[CH3:2].[NH2:22][C:23]1[C:28]([CH:29]=O)=[CH:27][CH:26]=[CH:25][N:24]=1.N1CCC[C@H]1C(O)=O>C(O)C>[CH2:1]([O:3][C:4](=[O:21])[CH:5]([N:7]([C:14]([O:16][C:17]([CH3:20])([CH3:19])[CH3:18])=[O:15])[CH2:8][CH2:9][CH2:10][C:11]1[CH:12]=[CH:29][C:28]2[C:23](=[N:24][CH:25]=[CH:26][CH:27]=2)[N:22]=1)[CH3:6])[CH3:2]. Procedure details: To a solution of 4-6 (12 g, 40 mmol), 2-amino-3-formylpyridine (6.3 g, 52 mmol), proline (4.6 g, 40 mmol) and ethanol (300 mL) was heated at reflux for 15 h. After cooling and evaporation, the residue was chromatographed (silica gel, 1:1 chloroform/ethyl acetate) to give 4-7 as a yellow oil. Starting materials: CCO, CCOCC, CCOC(=O)CC(C)(C)C(Cl)C=C(Cl)Cl, Cl, [Na]. Yields the product CCOC(=O)C1C(C=C(Cl)Cl)C1(C)C. RXN SMILES: [CH3:18][CH2:19][OH:20].[CH3:21][CH2:22][O:23][CH2:24][CH3:25].[CH3:3][C:4]([CH2:5][C:6](=[O:7])[O:8][CH2:9][CH3:10])([CH:11]([CH:12]=[C:13]([Cl:14])[Cl:15])[Cl:16])[CH3:17].[ClH:2].[Na:1]>>[CH3:3][C:4]1([CH3:17])[CH:5]([C:6](=[O:7])[O:8][CH2:9][CH3:10])[CH:11]1[CH:12]=[C:13]([Cl:14])[Cl:15]. The reactants are CN1CCC(CC1)=NO (1-methyl-piperidin-4-one oxime), C(C)(=O)[O-].C(C)(=O)[O-].C(C)(=O)[O-].C(C)(=O)[O-].[Pb+4] (lead tetraacetate), FC1=C(C(=O)O)C=CC(=C1)F (2,4-difluorobenzoic acid). Product: FC1=C(C(=O)OC2(CCN(CC2)C)N=O)C=CC(=C1)F (1-Methyl-4-nitrosopiperidin-4-yl 2,4-difluorobenzoate). RXN SMILES: [CH3:1][N:2]1[CH2:7][CH2:6][C:5](=[N:8][OH:9])[CH2:4][CH2:3]1.C([O-])(=O)C.C([O-])(=O)C.C([O-])(=O)C.C([O-])(=O)C.[Pb+4].[F:27][C:28]1[CH:36]=[C:35]([F:37])[CH:34]=[CH:33][C:29]=1[C:30]([OH:32])=[O:31]>>[F:27][C:28]1[CH:36]=[C:35]([F:37])[CH:34]=[CH:33][C:29]=1[C:30]([O:32][C:5]1([N:8]=[O:9])[CH2:6][CH2:7][N:2]([CH3:1])[CH2:3][CH2:4]1)=[O:31] |f:1.2.3.4.5|. Procedure details: 1-Methyl-4-nitrosopiperidin-4-yl 2,4-difluorobenzoate was prepared from 1-methyl-piperidin-4-one oxime, lead tetraacetate and 2,4-difluorobenzoic acid using conditions of General Method 3. 1H NMR (400 MHz, chloroform-d) δ 7.59 (2H, dd, 7.5, 2.3 Hz), 7.09 (1H, tt, 8.6, 2.4 Hz), 2.98 (2H, dt, 11.7, 3.6 Hz), 2.32-2.50 (7H, m), 2.04 (2H, dd, 14.2, 2.7 Hz). The reactants are CC(=O)Nc1cc(O)ccc1Oc1ccccc1, O=C(O)CCCl, [Na+], [OH-], O. Product: CC(=O)Nc1cc(OCCC(=O)O)ccc1Oc1ccccc1. Reaction SMILES: [C:9]([CH3:10])(=[O:11])[NH:12][c:13]1[cH:14][c:15]([OH:26])[cH:16][cH:17][c:18]1[O:19][c:20]1[cH:21][cH:22][cH:23][cH:24][cH:25]1.[Cl:3][CH2:4][CH2:5][C:6](=[O:7])[OH:8].[Na+:2].[OH-:1].[OH2:27]>>[CH2:4]([CH2:5][C:6](=[O:7])[OH:8])[O:26][c:15]1[cH:14][c:13]([NH:12][C:9]([CH3:10])=[O:11])[c:18]([O:19][c:20]2[cH:21][cH:22][cH:23][cH:24][cH:25]2)[cH:17][cH:16]1.